This data is from the Open Reaction Database (ORD), a public repository of structured organic reaction records. The task is: describe an organic reaction: reactants, conditions, products, and yield Starting materials: CC(=O)OCc1cccc(-c2ccsc2)c1, CO, [K+], [OH-]. Yields the product OCc1cccc(-c2ccsc2)c1. Reaction SMILES: [C:1](=[O:2])([CH3:3])[O:4][CH2:5][c:6]1[cH:7][c:8](-[c:12]2[cH:13][s:14][cH:15][cH:16]2)[cH:9][cH:10][cH:11]1.[CH3:19][OH:20].[K+:18].[OH-:17]>>[OH:4][CH2:5][c:6]1[cH:7][c:8](-[c:12]2[cH:13][s:14][cH:15][cH:16]2)[cH:9][cH:10][cH:11]1. Reactants: OC(C#CCCCOC1CCCCO1)c1ccc(Cl)cc1, ClCCl. Yields the product O=C(C#CCCCOC1CCCCO1)c1ccc(Cl)cc1. As a reaction SMILES: [Cl:1][c:2]1[cH:3][cH:4][c:5]([CH:8]([C:9]#[C:10][CH2:11][CH2:12][CH2:13][O:14][CH:15]2[O:16][CH2:17][CH2:18][CH2:19][CH2:20]2)[OH:21])[cH:6][cH:7]1.[Cl:22][CH2:23][Cl:24]>>[Cl:1][c:2]1[cH:3][cH:4][c:5]([C:8]([C:9]#[C:10][CH2:11][CH2:12][CH2:13][O:14][CH:15]2[O:16][CH2:17][CH2:18][CH2:19][CH2:20]2)=[O:21])[cH:6][cH:7]1. Starting materials: ClCP(O)(=O)O (Chloromethanephosphonic acid), NCCCCCCN (1.6-diaminohexane). The solvent is O (water). Product: O.NCCCCCCNCP(O)(=O)O (N-(6-aminohexyl)-aminomethanephosphonic acid monohydrate). Reaction SMILES: Cl[CH2:2][P:3]([OH:6])(=[O:5])[OH:4].[NH2:7][CH2:8][CH2:9][CH2:10][CH2:11][CH2:12][CH2:13][NH2:14]>O>[OH2:4].[NH2:7][CH2:8][CH2:9][CH2:10][CH2:11][CH2:12][CH2:13][NH:14][CH2:2][P:3]([OH:6])(=[O:5])[OH:4] |f:3.4|. Reported procedure: Chloromethanephosphonic acid (6.5 g, 49.8 mmoles) and 1.6-diaminohexane (34.8 g, 300 mmoles) were dissolved in water (130 cm3) and heated under reflux for 20 hours. The water was removed and ethanol (250 cm3) was added to the solid residue. The phosphonic acid was filtered off and dried. The crude yield was 10.4 g (92%). A sample was purified by recrystallization from water/ethanol to give N-(6-aminohexyl)-aminomethanephosphonic acid monohydrate as a fine white crystalline solid having a melting...